Dataset: the Open Reaction Database (ORD), a public repository of structured organic reaction records. Task: describe an organic reaction: reactants, conditions, products, and yield The reactants are Cc1cc(C)c2c(C#N)c(C=CC(=O)O)n(C3CCCc4ccccc43)c2n1, O=C(Cl)C(=O)Cl, C1CCOC1, COc1cccc(N)c1, CN(C)C=O, O, c1ccncc1. The product is COc1cccc(NC(=O)C=Cc2c(C#N)c3c(C)cc(C)nc3n2C2CCCc3ccccc32)c1. As a reaction SMILES: [C:1](#[N:2])[c:3]1[c:4]([CH:24]=[CH:25][C:26](=[O:27])[OH:28])[n:5]([CH:14]2[CH2:15][CH2:16][CH2:17][c:18]3[cH:19][cH:20][cH:21][cH:22][c:23]32)[c:6]2[n:7][c:8]([CH3:13])[cH:9][c:10]([CH3:12])[c:11]12.[C:29]([Cl:30])(=[O:31])[C:32]([Cl:33])=[O:34].[CH2:50]1[O:51][CH2:52][CH2:53][CH2:54]1.[CH3:35][O:36][c:37]1[cH:38][c:39]([NH2:43])[cH:40][cH:41][cH:42]1.[O:56]=[CH:57][N:58]([CH3:59])[CH3:60].[OH2:55].[cH:44]1[cH:45][cH:46][n:47][cH:48][cH:49]1>>[C:1](#[N:2])[c:3]1[c:4]([CH:24]=[CH:25][C:26](=[O:27])[NH:43][c:39]2[cH:38][c:37]([O:36][CH3:35])[cH:42][cH:41][cH:40]2)[n:5]([CH:14]2[CH2:15][CH2:16][CH2:17][c:18]3[cH:19][cH:20][cH:21][cH:22][c:23]32)[c:6]2[n:7][c:8]([CH3:13])[cH:9][c:10]([CH3:12])[c:11]12. Starting materials: O=C1CCC(=O)N1Br, ClC(Cl)(Cl)Cl, Cc1ccc(-c2ccccn2)cc1. Product: BrCc1ccc(-c2ccccn2)cc1. Reaction SMILES: [Br:14][N:15]1[C:16](=[O:17])[CH2:18][CH2:19][C:20]1=[O:21].[Cl:22][C:23]([Cl:24])([Cl:25])[Cl:26].[n:1]1[c:2](-[c:7]2[cH:8][cH:9][c:10]([CH3:13])[cH:11][cH:12]2)[cH:3][cH:4][cH:5][cH:6]1>>[n:1]1[c:2](-[c:7]2[cH:8][cH:9][c:10]([CH2:13][Br:14])[cH:11][cH:12]2)[cH:3][cH:4][cH:5][cH:6]1. Reactants: CC(C)(C)OC(=O)NCC1(C#N)CC12CCCCC2, CCO, NO. As a reaction SMILES: [C:1]([CH3:2])([CH3:3])([CH3:4])[O:5][C:6]([NH:7][CH2:8][C:9]1([C:17]#[N:18])[CH2:10][C:11]12[CH2:12][CH2:13][CH2:14][CH2:15][CH2:16]2)=[O:19].[CH3:22][CH2:23][OH:24].[NH2:20][OH:21]>>[C:1]([CH3:2])([CH3:3])([CH3:4])[O:5][C:6]([NH:7][CH2:8][C:9]1([C:17](=[NH:18])[NH:20][OH:21])[CH2:10][C:11]12[CH2:12][CH2:13][CH2:14][CH2:15][CH2:16]2)=[O:19]. Product: CC(C)(C)OC(=O)NCC1(C(=N)NO)CC12CCCCC2. Starting materials: ClC=1C=C(C=CC1)C(CCI)=O (1-(3-Chlorophenyl)-3-iodopropan-1-one), Intermediate 12A, CC(=O)C.OS(=O)(=O)O.O=[Cr](=O)=O (Jones Reagent). Run in CCOC(=O)C (EtOAc), O (water), CC(=O)C (acetone). Reaction conditions: temperature 0 celsius, time 30 minute. Product: ClC=1C=C(C=CC1)[C@@H](CCI)O ((R)-1-(3-Chlorophenyl)-3-iodopropan-1-ol). The yield is 90.0%. Reaction SMILES: [Cl:1][C:2]1[CH:3]=[C:4]([C:8](=[O:12])[CH2:9][CH2:10][I:11])[CH:5]=[CH:6][CH:7]=1.CC(C)=O.OS(O)(=O)=O.O=[Cr](=O)=O>CC(C)=O.CCOC(C)=O.O>[Cl:1][C:2]1[CH:3]=[C:4]([C@H:8]([OH:12])[CH2:9][CH2:10][I:11])[CH:5]=[CH:6][CH:7]=1 |f:1.2.3|. Procedure: 1-(3-Chlorophenyl)-3-iodopropan-1-one: Intermediate 12A (2.415 g, 8.14 mmol) was dissolved in acetone (40.7 mL) and the above solution was cooled to 0° C. and Jones Reagent (6.08 ml, 16.29 mmol) was added dropwise. The reaction mixture turned orange/brown and was allowed to stir at 0° C. for 30 min. To the mixture was added 10 mL of isoproponal (reaction mixture turned green) and was then allowed to stir at rt for 10 min. The reaction mixture was then diluted with EtOAc and water. The organic la... The reactants are ClC=1C=CC(=C(C1)C(C)=O)O (5′-chloro-2′-hydroxyacetophenone), C([O-])([O-])=O.[K+].[K+] (potassium carbonate), BrCC(=C)C (3-bromo-2-methylpropene). The solvent is CN(C=O)C (N,N-dimethylformamide), O (water). Conditions: temperature 60 celsius, time 4 hour. The product is ClC=1C=CC(=C(C1)C(C)=O)OCC(=C)C (5′-Chloro-2′-(2-methyl-2-propenyloxy)acetophenone). Yield: 97.9%. As a reaction SMILES: [Cl:1][C:2]1[CH:3]=[CH:4][C:5]([OH:11])=[C:6]([C:8](=[O:10])[CH3:9])[CH:7]=1.C(=O)([O-])[O-].[K+].[K+].Br[CH2:19][C:20]([CH3:22])=[CH2:21]>CN(C)C=O.O>[Cl:1][C:2]1[CH:3]=[CH:4][C:5]([O:11][CH2:21][C:20]([CH3:22])=[CH2:19])=[C:6]([C:8](=[O:10])[CH3:9])[CH:7]=1 |f:1.2.3|. Procedure: A suspension of 5′-chloro-2′-hydroxyacetophenone (0.86 g, 5.0 mmol), potassium carbonate (1.4 g, 10 mmol) and 3-bromo-2-methylpropene (0.56 mL, 5.5 mmol) in anhydrous N,N-dimethylformamide (20 mL) was stirred at 60° C. for 4 hours. After cooling, the reaction mixture was diluted with water (100 mL), and the whole was extracted with ethyl acetate (100 mL). The organic layer was washed with saturated aqueous ammonium chloride solution (50 mL) and brine (50 mL) and dried over anhydrous magnesium su... The reactants are CC1=C(C2=CC=CC=C2C(=C1)O)O (2-methyl-1,4-dihydroxynaphthalene), C(C1=CC=CC=C1)(=O)Cl (benzoyl chloride). The solvent is N1=CC=CC=C1 (pyridine). Run at time 1 hour. Product: C(C1=CC=CC=C1)(=O)OC1=CC(=C(C2=CC=CC=C12)O)C (4-Benzoyloxy-2-methylnaphthol). The yield is 69.3%. As a reaction SMILES: [CH3:1][C:2]1[CH:11]=[C:10]([OH:12])[C:9]2[C:4](=[CH:5][CH:6]=[CH:7][CH:8]=2)[C:3]=1[OH:13].[C:14](Cl)(=[O:21])[C:15]1[CH:20]=[CH:19][CH:18]=[CH:17][CH:16]=1>N1C=CC=CC=1>[C:14]([O:12][C:10]1[C:9]2[C:4](=[CH:5][CH:6]=[CH:7][CH:8]=2)[C:3]([OH:13])=[C:2]([CH3:1])[CH:11]=1)(=[O:21])[C:15]1[CH:20]=[CH:19][CH:18]=[CH:17][CH:16]=1. Procedure: 9.7 g (0.056 mol) of 2-methyl-1,4-dihydroxynaphthalene was dissolved in 60 ml of pyridine, and, while stirring under ice-cooling, 8.4 g (0.06 mol) of benzoyl chloride was added dropwise. Following completion of the addition, stirring was continued under ice-cooling for 30 minutes, and for further one hour at room temperature. The reaction mixture was concentrated under reduced pressure, the residual oil extracted with ethyl acetate, washed with 1N HCl and then water, and the organic layer concen... As a reaction SMILES: [C:1]([O-:4])(=[O:3])[CH3:2].[Na+].[CH3:6][O:7][CH:8]([O:11][CH3:12])[CH2:9]Br.O>[Br-].C([N+](CCCC)(CCCC)CCCC)CCC.CC#N>[C:1]([O:4][CH2:9][CH:8]([O:11][CH3:12])[O:7][CH3:6])(=[O:3])[CH3:2] |f:0.1,4.5|. Procedure: A mixture of sodium acetate (1.0 g, 12.19 mmol), bromoacetaldehyde dimethyl acetal (1.43 mL, 12.19 mmol), and tetrabutylammoniumbromide (1.96 g, 6.09 mmol) in 8 mL of anhydrous CH3CN was stirred at 134° C. for 16 h in a sealed tube. It was cooled to room temperature, water was added and the mixture extracted with Et2O (3×100 mL). The combined organic phases were washed with saturated NaCl (1×75 mL), dried over Na2SO4, filtered and concentrated in vacuo. The residue was purified by flash chromato... Starting materials: C(C)(=O)[O-].[Na+] (sodium acetate), COC(CBr)OC (bromoacetaldehyde dimethyl acetal), O (water). Reaction conditions: temperature 134 celsius, time 16 hour. Product: C(C)(=O)OCC(OC)OC (2,2-dimethoxyethyl acetate). The solvent is CC#N (CH3CN). The reagents and catalysts are [Br-].C(CCC)[N+](CCCC)(CCCC)CCCC (tetrabutylammoniumbromide).